This data is from the Open Reaction Database (ORD), a public repository of structured organic reaction records. The task is: describe an organic reaction: reactants, conditions, products, and yield Starting materials: CC(C)(C)S(=O)(=O)NC1CC2(OCCO2)CC1N[C@H](C)C1=CC=CC=C1 (2-methyl-N-(8-{[(1R)-1-phenylethyl]amino}-1,4-dioxaspiro[4.4]nonan-7-yl)propane-2-sulfonamide), C([O-])([O-])=O.[Na+].[Na+] (sodium carbonate), ClC(=O)OCC1=CC=CC=C1 (benzyl chloroformate). The solvent is O1CCOCC1 (1,4-dioxane), O (water). The product is CC(C)(C)S(=O)(=O)NC1C(CC2(OCCO2)C1)N(C(OCC1=CC=CC=C1)=O)[C@H](C)C1=CC=CC=C1 (Benzyl N-[8-(2-methylpropane-2-sulfonamido)-1,4-dioxaspiro[4.4]nonan-7-yl]-N-[(1R)-1-phenylethyl]carbamate). RXN SMILES: [CH3:1][C:2]([S:5]([NH:8][CH:9]1[CH:17]([NH:18][C@@H:19]([C:21]2[CH:26]=[CH:25][CH:24]=[CH:23][CH:22]=2)[CH3:20])[CH2:16][C:11]2([O:15][CH2:14][CH2:13][O:12]2)[CH2:10]1)(=[O:7])=[O:6])([CH3:4])[CH3:3].C(=O)([O-])[O-].[Na+].[Na+].Cl[C:34]([O:36][CH2:37][C:38]1[CH:43]=[CH:42][CH:41]=[CH:40][CH:39]=1)=[O:35]>O1CCOCC1.O>[CH3:1][C:2]([S:5]([NH:8][CH:9]1[CH2:10][C:11]2([O:15][CH2:14][CH2:13][O:12]2)[CH2:16][CH:17]1[N:18]([C@@H:19]([C:21]1[CH:26]=[CH:25][CH:24]=[CH:23][CH:22]=1)[CH3:20])[C:34](=[O:35])[O:36][CH2:37][C:38]1[CH:43]=[CH:42][CH:41]=[CH:40][CH:39]=1)(=[O:6])=[O:7])([CH3:3])[CH3:4] |f:1.2.3|. Procedure: To a solution of 2-methyl-N-(8-{[(1R)-1-phenylethyl]amino}-1,4-dioxaspiro[4.4]nonan-7-yl)propane-2-sulfonamide (274 mg, 0.72 mmol) and sodium carbonate (114 mg, 1.074 mmol) in 1,4-dioxane (2 ml) and water (0.4 ml) at 0° C. was added drop wise benzyl chloroformate (CAS number 501-53-1; 0.13 ml, 0.90 mmol). The reaction mixture was allowed to warm to room temperature for 2 hours then concentrated in vacuo. The residue was diluted with ethyl acetate and washed with water and brine, dried over sodiu... The reactants are COC1=C(C(=O)O)C=C(C=C1OC)S(N)(=O)=O (2,3-dimethoxy-5-sulphamoyl benzoic acid), CC(=O)C (acetone), ClC(=O)OCC (ethyl chloroformate), C1(CCCCCC1)CN1C(CCC1)CN (1-cycloheptylmethyl-2-aminomethylpyrrolidine), resultant solution. Solvent: C(C)N(CC)CC (triethylamine), O (water). Run at time 45 minute. Product: C1(CCCCCC1)CN1C(CCC1)CNC(C1=C(C(=CC(=C1)S(N)(=O)=O)OC)OC)=O (N-(1-cycloheptylmethyl-2-pyrrolidinylmethyl)-2,3-dimethoxy-5-sulphamoyl benzamide). RXN SMILES: [CH3:1][O:2][C:3]1[C:11]([O:12][CH3:13])=[CH:10][C:9]([S:14](=[O:17])(=[O:16])[NH2:15])=[CH:8][C:4]=1[C:5]([OH:7])=O.CC(C)=O.ClC(OCC)=O.[CH:28]1([CH2:35][N:36]2[CH2:40][CH2:39][CH2:38][CH:37]2[CH2:41][NH2:42])[CH2:34][CH2:33][CH2:32][CH2:31][CH2:30][CH2:29]1>C(N(CC)CC)C.O>[CH:28]1([CH2:35][N:36]2[CH2:40][CH2:39][CH2:38][CH:37]2[CH2:41][NH:42][C:5](=[O:7])[C:4]2[CH:8]=[C:9]([S:14](=[O:17])(=[O:16])[NH2:15])[CH:10]=[C:11]([O:12][CH3:13])[C:3]=2[O:2][CH3:1])[CH2:34][CH2:33][CH2:32][CH2:31][CH2:30][CH2:29]1. Procedure details: 13 g of 2,3-dimethoxy-5-sulphamoyl benzoic acid, 150 ml of acetone, 28 ml of water and 7 ml of triethylamine (density 0.726) are placed in a 250 ml flask fitted with an agitator, a thermometer, a condenser and a dropping funnel. The resultant solution is cooled from 0° to +5° C. 5.4 g of ethyl chloroformate is added drop by drop and the reaction medium is agitated for 45 minutes at room temperature and cooled to 0° C. again. 13.7 g of 1-cycloheptylmethyl-2-aminomethylpyrrolidine is added drop by... The reactants are ClC1=C(C(=O)Cl)C=C(C=C1Cl)Cl (2,3,5-trichlorobenzoyl chloride), C(C)(CC)NC(C)CC (di-sec.butylamine). The solvent is C1=CC=CC=C1 (C6H6), C1=CC=CC=C1 (C6H6), C(C)N(CC)CC (triethylamine). Yields the product ClC1=C(C(=O)N(C(C)CC)C(C)CC)C=C(C=C1Cl)Cl (2,3,5-trichloro-N,N-di-sec.butyl-benzamide). Reaction SMILES: [Cl:1][C:2]1[C:10]([Cl:11])=[CH:9][C:8]([Cl:12])=[CH:7][C:3]=1[C:4](Cl)=[O:5].[CH:13]([NH:17][CH:18]([CH2:20][CH3:21])[CH3:19])([CH2:15][CH3:16])[CH3:14]>C1C=CC=CC=1.C(N(CC)CC)C>[Cl:1][C:2]1[C:10]([Cl:11])=[CH:9][C:8]([Cl:12])=[CH:7][C:3]=1[C:4]([N:17]([CH:18]([CH2:20][CH3:21])[CH3:19])[CH:13]([CH2:15][CH3:16])[CH3:14])=[O:5]. Procedure details: Into a 250 ml flask, provided with a reflux condenser, were introduced 10 g of 2,3,5-trichlorobenzoyl chloride in 20 ml of anhydrous C6H6, a solution of 5.3 g of di-sec.butylamine in 7 ml of anhydrous C6H6 and 5 g of triethylamine. This mass was then heated to reflux temperature for about 1 hour. Thereupon it was left to cool down to room temperature and the solvent was removed under reduced pressure in a rotating evaporator. The mass was then washed with acidulated H2O, with H2O and was then ex... The reactants are CCOC(=O)N1CC(OCc2ccccc2)CC1CCOc1ccccc1CCc1cc(OC)cc(OC)c1, CCO, [H][H]. Product: CCOC(=O)N1CC(O)CC1CCOc1ccccc1CCc1cc(OC)cc(OC)c1. RXN SMILES: [CH2:1]([c:2]1[cH:3][cH:4][cH:5][cH:6][cH:7]1)[O:8][CH:9]1[CH2:10][CH:11]([CH2:19][CH2:20][O:21][c:22]2[c:23]([CH2:28][CH2:29][c:30]3[cH:31][c:32]([O:38][CH3:39])[cH:33][c:34]([O:36][CH3:37])[cH:35]3)[cH:24][cH:25][cH:26][cH:27]2)[N:12]([C:14](=[O:15])[O:16][CH2:17][CH3:18])[CH2:13]1.[CH3:42][CH2:43][OH:44].[H:40][H:41]>>[OH:8][CH:9]1[CH2:10][CH:11]([CH2:19][CH2:20][O:21][c:22]2[c:23]([CH2:28][CH2:29][c:30]3[cH:31][c:32]([O:38][CH3:39])[cH:33][c:34]([O:36][CH3:37])[cH:35]3)[cH:24][cH:25][cH:26][cH:27]2)[N:12]([C:14](=[O:15])[O:16][CH2:17][CH3:18])[CH2:13]1.